This data is from the Open Reaction Database (ORD), a public repository of structured organic reaction records. The task is: describe an organic reaction: reactants, conditions, products, and yield Reactants: C(C)(C)(C)OC(=O)N[C@H](COC)C(=O)O (N-(tert-butoxycarbonyl)-O-methyl-D-serine), C(C)(C)(C)OC(=O)N[C@@H](COC)C(=O)O (N-(tert-butoxycarbonyl)-O-methyl-L-serine). Yields the product CN[C@H](COC)C(=O)N (N2,O-dimethyl-D-serinamide), C(C)(C)(C)OC(=O)N([C@H](COC)C(=O)O)C (N-(tert-butoxycarbonyl)-N,O-dimethyl-D-serine). RXN SMILES: [C:1](O[C:6]([NH:8][C@@H:9]([C:13]([OH:15])=O)[CH2:10][O:11][CH3:12])=O)(C)(C)C.[C:16]([O:20][C:21]([NH:23][C@H:24]([C:28]([OH:30])=[O:29])[CH2:25][O:26][CH3:27])=[O:22])([CH3:19])([CH3:18])[CH3:17]>>[CH3:6][NH:8][C@@H:9]([C:13]([NH2:23])=[O:15])[CH2:10][O:11][CH3:12].[C:16]([O:20][C:21]([N:23]([CH3:1])[C@@H:24]([C:28]([OH:30])=[O:29])[CH2:25][O:26][CH3:27])=[O:22])([CH3:19])([CH3:17])[CH3:18]. Reported procedure: N2,O-dimethyl-D-serinamide was prepared by methylating N-(tert-butoxycarbonyl)-O-methyl-D-serine using an analogous method to that described in Example 7 for the methylation of N-(tert-butoxycarbonyl)-O-methyl-L-serine, to give N-(tert-butoxycarbonyl)-N,O-dimethyl-D-serine; 1H NMR spectrum: (DMSO d6, 100° C.) 1.40 (s, 9H), 2.77 (s, 3H), 3.26 (s, 3H), 3.67 (m, 2H), 4.51 (m, 1H). Reactants: Cl (HCl), Cl.Cl.NCCC1=CNC=N1 (histamine dihydrochloride), O.FC(C=O)(F)F (trifluoroacetaldehyde hydrate), [OH-].[K+] (KOH). The solvent is O (H2O). Reaction SMILES: [ClH:1].Cl.[NH2:3][CH2:4][CH2:5][C:6]1[N:10]=[CH:9][NH:8][CH:7]=1.[OH-].[K+].O.[F:14][C:15]([F:19])([F:18])[CH:16]=O.Cl>O>[ClH:1].[F:14][C:15]([F:19])([F:18])[CH:16]1[C:7]2[N:8]=[CH:9][NH:10][C:6]=2[CH2:5][CH2:4][NH:3]1 |f:0.1.2,3.4,5.6,9.10|. Reaction conditions: time 6 hour. Reported procedure: A suspension of histamine dihydrochloride (1.0 g, 5.3 mmol) in H2O (20 mL) was cooled in an ice bath. To this suspension was added solid KOH (85%) (0.9 g, 16 mmol) followed by trifluoroacetaldehyde hydrate (0.5 g, 5.3 mmol). The reaction was allowed to warm to rt and heated to 80° C. After 6 h, the reaction was cooled to rt, acidified using 6N HCl, and concentrated. The resulting residue was dissolved in hot EtOH and filtered through Celite©. The solvent was evaporated to give the product as the... Product: Cl.FC(C1NCCC2=C1N=CN2)(F)F (4-(trifluoromethyl)-4,5,6,7-tetrahydro-1H-imidazo[4,5-c]pyridine hydrochloride). The reactants are C(C)(C)(C)C=1N=C(C=2C(N1)=NN(N2)CC)N2CC(CC2)(F)F (5-tert-Butyl-7-(3,3-difluoro-pyrrolidin-1-yl)-2-ethyl-2H-[1,2,3]triazolo[4,5-d]pyrimidine), C(C)(C)(C)C=1N=C(C2=C(N1)NN=N2)N2CC(CC2)(F)F (5-tert-butyl-7-(3,3-difluoropyrrolidin-1-yl)-3H-[1,2,3]triazolo[4,5-d]pyrimidine), BrCC1=C(C=CC=C1Cl)Cl (2-(bromomethyl)-1,3-dichlorobenzene). Product: C(C)(C)(C)C=1N=C(C=2C(N1)=NN(N2)CC2=C(C=CC=C2Cl)Cl)N2CC(CC2)(F)F (5-tert-Butyl-2-(2,6-dichloro-benzyl)-7-(3,3-difluoro-pyrrolidin-1-yl)-2H-[1,2,3]triazolo[4,5-d]pyrimidine), solid. The yield is 32.0%. Reaction SMILES: [C:1]([C:5]1[N:6]=[C:7]([N:16]2[CH2:20][CH2:19][C:18]([F:22])([F:21])[CH2:17]2)[C:8]2[C:9](=[N:11][N:12]([CH2:14][CH3:15])[N:13]=2)[N:10]=1)([CH3:4])([CH3:3])[CH3:2].C(C1N=C(N2CCC(F)(F)C2)C2N=NNC=2N=1)(C)(C)C.BrCC1[C:50]([Cl:51])=[CH:49][CH:48]=[CH:47][C:46]=1[Cl:52]>>[C:1]([C:5]1[N:6]=[C:7]([N:16]2[CH2:20][CH2:19][C:18]([F:21])([F:22])[CH2:17]2)[C:8]2[C:9](=[N:11][N:12]([CH2:14][C:15]3[C:50]([Cl:51])=[CH:49][CH:48]=[CH:47][C:46]=3[Cl:52])[N:13]=2)[N:10]=1)([CH3:2])([CH3:3])[CH3:4]. Procedure: In analogy to the procedure described for the synthesis of 5-tert-butyl-7-(3,3-difluoro-pyrrolidin-1-yl)-2-ethyl-2H-[1,2,3]triazolo[4,5-d]pyrimidine (example 3, step b), the title compound was prepared from 5-tert-butyl-7-(3,3-difluoropyrrolidin-1-yl)-3H-[1,2,3]triazolo[4,5-d]pyrimidine and 2-(bromomethyl)-1,3-dichlorobenzene and isolated as white solid (5.8 mg, 32%). MS (m/e): 441.4 (MH+). Starting materials: BrC1=C(C=CC(=C1)[N+](=O)[O-])OC (2-bromo-4-nitroanisole), B1C2CCCC1CCC2.C1CCOC1 (9-BBN THF), C(C#C)Br (propargyl bromide), [OH-].[Na+] (NaOH). The reagents and catalysts are C=1C=CC(=CC1)[P](C=2C=CC=CC2)(C=3C=CC=CC3)[Pd]([P](C=4C=CC=CC4)(C=5C=CC=CC5)C=6C=CC=CC6)([P](C=7C=CC=CC7)(C=8C=CC=CC8)C=9C=CC=CC9)[P](C=1C=CC=CC1)(C=1C=CC=CC1)C=1C=CC=CC1 (tetrakis(triphenylphosphine)palladium). The solvent is C1CCOC1 (THF), O (water). Conditions: temperature 65 celsius, time 1.5 hour. The product is C1(CC1)C1=C(C=CC(=C1)[N+](=O)[O-])OC (2-Cyclopropyl-1-methoxy-4-nitrobenzene). The yield is 10.7%. Reaction SMILES: B1C2C[CH2:8][CH2:9][CH:2]1CCC2.C1COCC1.C(Br)C#C.[OH-].[Na+].Br[C:22]1[CH:27]=[C:26]([N+:28]([O-:30])=[O:29])[CH:25]=[CH:24][C:23]=1[O:31][CH3:32]>O.C1COCC1.C1C=CC([P]([Pd]([P](C2C=CC=CC=2)(C2C=CC=CC=2)C2C=CC=CC=2)([P](C2C=CC=CC=2)(C2C=CC=CC=2)C2C=CC=CC=2)[P](C2C=CC=CC=2)(C2C=CC=CC=2)C2C=CC=CC=2)(C2C=CC=CC=2)C2C=CC=CC=2)=CC=1>[CH:8]1([C:22]2[CH:27]=[C:26]([N+:28]([O-:30])=[O:29])[CH:25]=[CH:24][C:23]=2[O:31][CH3:32])[CH2:9][CH2:2]1 |f:0.1,3.4,^1:42,44,63,82|. Procedure: To a 0.5M 9-BBN/THF solution (26.0 mL, 13.0 mmol) was added propargyl bromide (0.71 mL, 6.37 mmol, 80% in toluene) and the mixture was heated at 65° C. for 5 h. After cooling to 20° C., a previously degassed solution of NaOH (749 mg, 18.7 mmol) in water (6.3 mL) was added and stirring was continued for 1.5 h. The mixture was transferred to a second flask containing 2-bromo-4-nitroanisole (1.29 g, 5.45 mmol) and tetrakis(triphenylphosphine)palladium (0) (187 mg, 0.16 mmol) in THF (8.0 mL). After ... Starting materials: FC1=C(OC2=C(C=C(C=C2)NS(=O)(=O)CC)C2=CN(C3=C(N=C(C=C32)C(=O)O)OC)C)C=CC(=C1)F (3-(2-(2,4-difluorophenoxy)-5-(ethylsulfonamido)phenyl)-7-methoxy-1-methyl-1H-pyrrolo[2,3-c]pyridine-5-carboxylic acid), Cl (hydrogen chloride). Solvent: O1CCOCC1 (dioxane), O1CCOCC1 (dioxane). The product is FC1=C(OC2=C(C=C(C=C2)NS(=O)(=O)CC)C2=CN(C=3C(NC(=CC32)C(=O)O)=O)C)C=CC(=C1)F (3-(2-(2,4-difluorophenoxy)-5-(ethylsulfonamido)phenyl)-1-methyl-7-oxo-6,7-dihydro-1H-pyrrolo[2,3-c]pyridine-5-carboxylic acid). Yield: 96.7%. As a reaction SMILES: [F:1][C:2]1[CH:35]=[C:34]([F:36])[CH:33]=[CH:32][C:3]=1[O:4][C:5]1[CH:10]=[CH:9][C:8]([NH:11][S:12]([CH2:15][CH3:16])(=[O:14])=[O:13])=[CH:7][C:6]=1[C:17]1[C:25]2[C:20](=[C:21]([O:29]C)[N:22]=[C:23]([C:26]([OH:28])=[O:27])[CH:24]=2)[N:19]([CH3:31])[CH:18]=1.Cl>O1CCOCC1>[F:1][C:2]1[CH:35]=[C:34]([F:36])[CH:33]=[CH:32][C:3]=1[O:4][C:5]1[CH:10]=[CH:9][C:8]([NH:11][S:12]([CH2:15][CH3:16])(=[O:14])=[O:13])=[CH:7][C:6]=1[C:17]1[C:25]2[CH:24]=[C:23]([C:26]([OH:28])=[O:27])[NH:22][C:21](=[O:29])[C:20]=2[N:19]([CH3:31])[CH:18]=1. Procedure: A solution of Example 187E (335 mg, 0.647 mmol), 4M hydrogen chloride in dioxane (2.0 mL, 8.00 mmol) and dioxane (10 mL) was stirred at 75° C. for 4 hours. The reaction mixture was cooled to ambient temperature and was concentrated to dryness. The residue was dried (in-vacuo) to provide 315 mg (97%) of the title compound. The reactants are CC(C)(C)OC(=O)NN, CN(C)c1cccc2cccc(N(C)C)c12, COc1ccc(-c2ccc(Cl)nn2)c(O)c1. Product: COc1ccc(-c2ccc(NNC(=O)OC(C)(C)C)nn2)c(O)c1. As a reaction SMILES: [C:17]([NH:18][NH2:19])(=[O:20])[O:21][C:22]([CH3:23])([CH3:24])[CH3:25].[CH3:26][N:27]([CH3:28])[c:29]1[c:30]2[c:31]([cH:32][cH:33][cH:34][c:35]2[N:36]([CH3:37])[CH3:38])[cH:39][cH:40][cH:41]1.[Cl:1][c:2]1[cH:3][cH:4][c:5](-[c:8]2[c:9]([OH:16])[cH:10][c:11]([O:14][CH3:15])[cH:12][cH:13]2)[n:6][n:7]1>>[c:2]1([NH:19][NH:18][C:17](=[O:20])[O:21][C:22]([CH3:23])([CH3:24])[CH3:25])[cH:3][cH:4][c:5](-[c:8]2[c:9]([OH:16])[cH:10][c:11]([O:14][CH3:15])[cH:12][cH:13]2)[n:6][n:7]1.